Dataset: the Open Reaction Database (ORD), a public repository of structured organic reaction records. Task: describe an organic reaction: reactants, conditions, products, and yield The reactants are COC1=CC=C(CN2N=C(C=3C2=NC=CC3OC3=C(C=C(C=C3)N)F)C)C=C1 (4-(1-(4-methoxybenzyl)-3-methyl-1H-pyrazolo[3,4-b]pyridin-4-yloxy)-3-fluorobenzenamine), CN1N=CC=C(C1=O)C(=O)O (2-methyl-3-oxo-2,3-dihydropyridazine-4-carboxylic acid), Cl.FC1=CC=C(C=C1)NN (1-(4-fluorophenyl)hydrazine hydrochloride). Yields the product FC=1C=C(C=CC1OC1=C2C(=NC=C1)NN=C2C)NC(=O)C=2C(N(N=CC2)C)=O (N-(3-fluoro-4-(3-methyl-1H-pyrazolo[3,4-b]pyridin-4-yloxy)phenyl)-2-methyl-3-oxo-2,3-dihydropyridazine-4-carboxamide). RXN SMILES: COC1C=CC(C[N:8]2[C:12]3=[N:13][CH:14]=[CH:15][C:16]([O:17][C:18]4[CH:23]=[CH:22][C:21]([NH2:24])=[CH:20][C:19]=4[F:25])=[C:11]3[C:10]([CH3:26])=[N:9]2)=CC=1.[CH3:29][N:30]1[C:35](=[O:36])[C:34]([C:37](O)=[O:38])=[CH:33][CH:32]=[N:31]1.Cl.FC1C=CC(NN)=CC=1>>[F:25][C:19]1[CH:20]=[C:21]([NH:24][C:37]([C:34]2[C:35](=[O:36])[N:30]([CH3:29])[N:31]=[CH:32][CH:33]=2)=[O:38])[CH:22]=[CH:23][C:18]=1[O:17][C:16]1[CH:15]=[CH:14][N:13]=[C:12]2[NH:8][N:9]=[C:10]([CH3:26])[C:11]=12 |f:2.3|. Procedure details: Prepared by 2-step process from 3-fluoro-4-(1-(4-methoxybenzyl)-3-methyl-1H-pyrazolo[3,4-b]pyridin-4-yloxy)aniline (prepared as in Example 5, Step D) and 2-methyl-3-oxo-2,3-dihydropyridazine-4-carboxylic acid (prepared according to the 3-step procedure of Example 19, Steps A-C, substituting methylhydrazine for 1-(4-fluorophenyl)hydrazine hydrochloride) according to the procedure of Example 21, Steps A and B. The crude material was purified by silica gel flash column chromatography (3% MeOH in CH... Starting materials: C1(=CC=C(C=C1)Br)C (p-tolyl bromide), [Mg] (magnesium), [Cl-].[NH4+] (ammonium chloride), BrC=1C=NC=NC1 (5-bromopyrimidine), Grignard reagent. The solvent is CCOCC (ether), CCOCC (ether). Run at time 8 hour. The product is BrC=1C(=NC=NC1)C1=CC=C(C=C1)C (5-Bromo-4-(p-tolyl)pyrimidine). Reaction SMILES: [Br:1][C:2]1[CH:3]=[N:4][CH:5]=[N:6][CH:7]=1.[C:8]1([CH3:15])[CH:13]=[CH:12][C:11](Br)=[CH:10][CH:9]=1.[Mg].[Cl-].[NH4+]>CCOCC>[Br:1][C:2]1[C:3]([C:11]2[CH:12]=[CH:13][C:8]([CH3:15])=[CH:9][CH:10]=2)=[N:4][CH:5]=[N:6][CH:7]=1 |f:3.4|. Reported procedure: To a solution of 5-bromopyrimidine (15.9 g, 0.1 mmol) in ether (200 ml) was added a Grignard reagent (prepared from p-tolyl bromide (20.52 g, 0.12 mmol), magnesium (2.92 g, 0.1 mmol) and ether (100 ml) dropwise at room temperature during 10 minutes. After the addition, the resulting suspension was heated under reflux for 1 hour and allowed to stand overnight. The reaction mixture was treated with aqueous ammonium chloride and then the ether layers were collected. The aqueous layers were extracte... The reactants are NC[C@@H]1CO[C@@H](CN1C(=O)OC(C)(C)C)CCC1=C(C=CC=C1)NC([C@@H](NC(=O)OC)C(C1=CC=CC=C1)C1=CC=CC=C1)=O (tert-butyl (2R,5R)-5-(aminomethyl)-2-[2-(2-{[N-(methoxycarbonyl)-β-phenyl-L-phenylalanyl]amino}phenyl)ethyl]morpholine-4-carboxylate), C1(=CC=CC=C1)N=C=O (phenyl isocyanate). Solvent: C(Cl)Cl (CH2Cl2), C(Cl)Cl (DCM). Run at time 16 hour. The product is COC(=O)N[C@@H](C(C1=CC=CC=C1)C1=CC=CC=C1)C(=O)NC1=C(C=CC=C1)CC[C@@H]1CN([C@@H](CO1)CNC(NC1=CC=CC=C1)=O)C(=O)OC(C)(C)C (tert-butyl (2R,5R)-2-[2-(2-{[N-(methoxycarbonyl)-β-phenyl-L-phenylalanyl]amino}phenyl)ethyl]-5-{[(phenylcarbamoyl)amino]methyl}morpholine-4-carboxylate). Reaction SMILES: [NH2:1][CH2:2][C@H:3]1[N:8]([C:9]([O:11][C:12]([CH3:15])([CH3:14])[CH3:13])=[O:10])[CH2:7][C@@H:6]([CH2:16][CH2:17][C:18]2[CH:23]=[CH:22][CH:21]=[CH:20][C:19]=2[NH:24][C:25](=[O:45])[C@H:26]([CH:32]([C:39]2[CH:44]=[CH:43][CH:42]=[CH:41][CH:40]=2)[C:33]2[CH:38]=[CH:37][CH:36]=[CH:35][CH:34]=2)[NH:27][C:28]([O:30][CH3:31])=[O:29])[O:5][CH2:4]1.[C:46]1([N:52]=[C:53]=[O:54])[CH:51]=[CH:50][CH:49]=[CH:48][CH:47]=1>C(Cl)Cl>[CH3:31][O:30][C:28]([NH:27][C@H:26]([C:25]([NH:24][C:19]1[CH:20]=[CH:21][CH:22]=[CH:23][C:18]=1[CH2:17][CH2:16][C@H:6]1[O:5][CH2:4][C@@H:3]([CH2:2][NH:1][C:53](=[O:54])[NH:52][C:46]2[CH:51]=[CH:50][CH:49]=[CH:48][CH:47]=2)[N:8]([C:9]([O:11][C:12]([CH3:14])([CH3:15])[CH3:13])=[O:10])[CH2:7]1)=[O:45])[CH:32]([C:39]1[CH:44]=[CH:43][CH:42]=[CH:41][CH:40]=1)[C:33]1[CH:38]=[CH:37][CH:36]=[CH:35][CH:34]=1)=[O:29]. Procedure: To a solution of tert-butyl (2R,5R)-5-(aminomethyl)-2-[2-(2-{[N-(methoxycarbonyl)-β-phenyl-L-phenylalanyl]amino}phenyl)ethyl]morpholine-4-carboxylate (1 eq.) in DCM (0.1M) was added phenyl isocyanate (2.2 eq). The reaction mixture was stirred for 16 hrs at room temperature, diluted with CH2Cl2 and the organic layer was washed with aqueous saturated sodium bicarbonate. The organic layer was dried over Na2SO4, filtered and concentrated under reduced pressure. The residue was purified by automated ... Reactants: [BH4-].[Na+] (sodium borohydride), O=C(C(=O)O)CC1=C(C=CC=C1)[N+](=O)[O-] (α-oxo-2-nitrobenzenepropanoic acid), Cl (hydrochloric acid). Reagents/catalysts: C(CCCCCCCCC)O (decyl alcohol). The solvent is O (water). Run at time 2 hour. The product is OC(C(=O)O)CC1=C(C=CC=C1)[N+](=O)[O-] (α-Hydroxy-2-Nitrobenzenepropanoic Acid). Reaction SMILES: [O:1]=[C:2]([CH2:6][C:7]1[CH:12]=[CH:11][CH:10]=[CH:9][C:8]=1[N+:13]([O-:15])=[O:14])[C:3]([OH:5])=[O:4].[BH4-].[Na+].Cl>O.C(O)CCCCCCCCC>[OH:1][CH:2]([CH2:6][C:7]1[CH:12]=[CH:11][CH:10]=[CH:9][C:8]=1[N+:13]([O-:15])=[O:14])[C:3]([OH:5])=[O:4] |f:1.2|. Procedure: To a magnetically stirred suspension of α-oxo-2-nitrobenzenepropanoic acid (5.00 g) in water (75 ml) containing 1 drop of decyl alcohol was added sodium borohydride (2.50 g) in portions to maintain a temperature between 45° and 50°. The resulting solution was then left at room temperature for 21/2 hours. The solution was acidified with concentrated hydrochloric acid and seeded. Stirring and cooling gave crude product; yield 5.01 g, m.p. 84°-90°. Recrystallization from water gave titled product; ... Reactants: [Cl-].COC[P+](C1=CC=CC=C1)(C1=CC=CC=C1)C1=CC=CC=C1 ((methoxymethyl) triphenyl phosphonium chloride), ClC1=C(C(=NC=C1)C(=O)C1CC1)OC(F)F ((4-chloro-3-difluoromethoxy-2-pyridyl)cyclopropylketone), C1(=CC=CC=C1)[Li] (phenyllithium). Solvent: CCOCC (ether), CCOCC (ether). Reaction conditions: time 15 minute. Yields the product ClC1=C(C(=NC=C1)C(=COC)C1CC1)OC (2-(4-chloro-3-methoxy-2-pyridyl)-2-cyclopropyl-1-methoxyethene). The yield is 13.6%. Reaction SMILES: [Cl-].[CH3:2][O:3][CH2:4][P+](C1C=CC=CC=1)(C1C=CC=CC=1)C1C=CC=CC=1.C1([Li])C=CC=CC=1.[Cl:31][C:32]1[CH:37]=[CH:36][N:35]=[C:34]([C:38]([CH:40]2[CH2:42][CH2:41]2)=O)[C:33]=1[O:43][CH:44](F)F>CCOCC>[Cl:31][C:32]1[CH:37]=[CH:36][N:35]=[C:34]([C:38]([CH:40]2[CH2:42][CH2:41]2)=[CH:2][O:3][CH3:4])[C:33]=1[O:43][CH3:44] |f:0.1|. Procedure details: 18.27 g of (methoxymethyl) triphenyl phosphonium chloride is suspended in 200 ml of anhydrous ether, 51.3 ml of phenyllithium (1.04 M) was dropped and the resulting mixture was stirred at a room temperature for 15 minutes. 145 ml of ether solution of 12.57 g of (4-chloro-3-difluoromethoxy-2-pyridyl)cyclopropylketone (X) was dropped to the mixture, which was stirred at a room temperature for 12 hours. The resulting residue was separated by filtering and washed with ether, and thereafter, the ethe... Starting materials: C1(CCCCC1)CC1N(CCCC1)CCCC(CCCC)=O (1-(2-cyclohexylmethylpiperidino)octan-4-one), COC1=CC=C(C=C1)NN (4-methoxyphenylhydrazine), C1(CCCCC1)CC1NCCCC1 (2-cyclohexylmethylpiperidine), ClCCCC(CCCC)=O (1-chlorooctan-4-one), C([O-])([O-])=O.[K+].[K+] (potassium carbonate), C1(CCCCC1)CC1N(CCCC1)CCC1=C(NC2=CC=C(C=C12)OC)CCCC (3-[2-(2-cyclohexylmethylpiperidino)ethyl]-5-methoxy-2-butylindole), [H-].[Na+] (sodium hydride), [Na] (sodium), C(C1=CC=CC=C1)(=O)Cl (benzoyl chloride). Solvent: C(C)O (ethanol), C(C)O (ethanol), CN(C)C=O (DMF). Yields the product C(C1=CC=CC=C1)(=O)N1C(=C(C2=CC(=CC=C12)OC)CCN1C(CCCC1)CC1CCCCC1)CCCC (1-Benzoyl-3-[2-(2-cyclohexylmethylpiperidino)ethyl]-5-methoxy-2-butylindole). Reaction SMILES: [CH:1]1([CH2:7][CH:8]2[CH2:13][CH2:12][CH2:11][CH2:10][NH:9]2)[CH2:6][CH2:5][CH2:4][CH2:3][CH2:2]1.ClCCCC(=O)CCCC.C(=O)([O-])[O-].[K+].[K+].C1(CC2CCCCN2CCCC(=O)CCCC)CCCCC1.COC1C=CC(NN)=CC=1.C1(CC2CCCCN2[CH2:75][CH2:76][C:77]2[C:85]3[C:80](=[CH:81][CH:82]=[C:83]([O:86][CH3:87])[CH:84]=3)[NH:79][C:78]=2[CH2:88][CH2:89][CH2:90][CH3:91])CCCCC1.[H-].[Na+].[Na].[C:95](Cl)(=[O:102])[C:96]1[CH:101]=[CH:100][CH:99]=[CH:98][CH:97]=1>C(O)C.CN(C=O)C>[C:95]([N:79]1[C:80]2[C:85](=[CH:84][C:83]([O:86][CH3:87])=[CH:82][CH:81]=2)[C:77]([CH2:76][CH2:75][N:9]2[CH2:10][CH2:11][CH2:12][CH2:13][CH:8]2[CH2:7][CH:1]2[CH2:2][CH2:3][CH2:4][CH2:5][CH2:6]2)=[C:78]1[CH2:88][CH2:89][CH2:90][CH3:91])(=[O:102])[C:96]1[CH:101]=[CH:100][CH:99]=[CH:98][CH:97]=1 |f:2.3.4,8.9,^1:93|. Reported procedure: 1-Benzoyl-3-[2-(2-cyclohexylmethylpiperidino)ethyl]-5-methoxy-2-butylindole is prepared by reaction of 2-cyclohexylmethylpiperidine with 1-chlorooctan-4-one in ethanol in the presence of anhydrous potassium carbonate; reaction of the resulting 1-(2-cyclohexylmethylpiperidino)octan-4-one with 4-methoxyphenylhydrazine in ethanol; and reaction of the resulting 3-[2-(2-cyclohexylmethylpiperidino)ethyl]-5-methoxy-2-butylindole with sodium hydride in DMF followed by reaction of the resulting sodium sa... The reactants are O=C1C(=O)c2ccccc2C2=C1SCC1(CCNCC1)O2, c1ccc2cc(OCC3CO3)ccc2c1. Product: O=C1C(=O)c2ccccc2C2=C1SCC1(CCN(CC(O)COc3ccc4ccccc4c3)CC1)O2. RXN SMILES: [NH:1]1[CH2:2][CH2:3][C:4]2([CH2:5][S:6][C:7]3=[C:8]([O:9]2)[c:10]2[cH:11][cH:12][cH:13][cH:14][c:15]2[C:16](=[O:19])[C:17]3=[O:18])[CH2:20][CH2:21]1.[cH:22]1[c:23]([O:32][CH2:33][CH:34]2[O:35][CH2:36]2)[cH:24][cH:25][c:26]2[cH:27][cH:28][cH:29][cH:30][c:31]12>>[N:1]1([CH2:36][CH:34]([CH2:33][O:32][c:23]2[cH:22][c:31]3[c:26]([cH:25][cH:24]2)[cH:27][cH:28][cH:29][cH:30]3)[OH:35])[CH2:2][CH2:3][C:4]2([CH2:5][S:6][C:7]3=[C:8]([O:9]2)[c:10]2[cH:11][cH:12][cH:13][cH:14][c:15]2[C:16](=[O:19])[C:17]3=[O:18])[CH2:20][CH2:21]1.